Dataset: the Open Reaction Database (ORD), a public repository of structured organic reaction records. Task: describe an organic reaction: reactants, conditions, products, and yield Reactants: Cl (HCl), COC1=C2C=CN=C(C2=CC=C1)Cl (5-Methoxy-1-chloroisoquinoline), C(C1=CC=CC=C1)N (benzylamine), CO (methanol), C(=O)([O-])[O-].[Na+].[Na+] (Na2CO3). The solvent is C(Cl)Cl (CH2Cl2). Conditions: time 4 hour. Yields the product Cl.COC1=C2C=CN=C(C2=CC=C1)NCCC1=CC=CC=C1 (5-Methoxy-1-[(benzylmethyl)amino]isoquinoline hydrochloride). As a reaction SMILES: CO[C:3]1[CH:12]=[CH:11][CH:10]=[C:9]2[C:4]=1[CH:5]=[CH:6][N:7]=[C:8]2[Cl:13].[CH2:14]([NH2:21])[C:15]1[CH:20]=[CH:19][CH:18]=[CH:17][CH:16]=1.[C:22]([O-:25])([O-])=O.[Na+].[Na+].Cl.[CH3:29]O>C(Cl)Cl>[ClH:13].[CH3:29][O:25][C:22]1[CH:20]=[CH:19][CH:18]=[C:17]2[C:16]=1[CH:15]=[CH:14][N:21]=[C:8]2[NH:7][CH2:6][CH2:5][C:4]1[CH:3]=[CH:12][CH:11]=[CH:10][CH:9]=1 |f:2.3.4,8.9|. Reported procedure: 5-Methoxy-1-chloroisoquinoline (J.A.C.S. (1947), 69, 1939) (1.5 g, 0.00777 mol) and benzylamine (1.67 g, 0.0156 mol) were mixed at room temperature and heated, with stirring, in an oil-bath at 150° for 4 hours. After cooling the mixture was equilibrated between CH2Cl2 and aqueous Na2CO3. The CH2Cl2 fraction was washed with water, dried and evaporated to dryness. The oil produced was dissolved in the minimum amount of methanol and aqueous 2N. HCl added to precipitate a buff solid which was collec...